The task is: describe an organic reaction: reactants, conditions, products, and yield. This data is from the Open Reaction Database (ORD), a public repository of structured organic reaction records. Reactants: Cl, C1COCCO1, CC(C)(C)OC(=O)NC1COc2c(cccc2-c2ccccc2)NC1=O. Product: Cl, NC1COc2c(cccc2-c2ccccc2)NC1=O. RXN SMILES: [ClH:1].[O:28]1[CH2:29][CH2:30][O:31][CH2:32][CH2:33]1.[O:2]=[C:3]1[CH:4]([NH:20][C:21](=[O:22])[O:23][C:24]([CH3:25])([CH3:26])[CH3:27])[CH2:5][O:6][c:7]2[c:8]([cH:10][cH:11][cH:12][c:13]2-[c:14]2[cH:15][cH:16][cH:17][cH:18][cH:19]2)[NH:9]1>>[ClH:1].[O:2]=[C:3]1[CH:4]([NH2:20])[CH2:5][O:6][c:7]2[c:8]([cH:10][cH:11][cH:12][c:13]2-[c:14]2[cH:15][cH:16][cH:17][cH:18][cH:19]2)[NH:9]1. The reactants are BrN1C(CCC1=O)=O (N-bromosuccinimide), C(C1=CC=CC=C1)(=O)OOC(C1=CC=CC=C1)=O (benzoyl peroxide), C(C1=CC=CC=C1)(=O)N1C(=NC(C1=O)(C)C(C)C)C1=C(C(=O)OC)C=C(C=N1)C (2-(1-benzoyl-4-isopropyl-4-methyl-5-oxo-2-imidazolin-2-yl)-5-methylnicotinic acid, methyl ester). Run in C(Cl)(Cl)(Cl)Cl (carbon tetrachloride), C(Cl)Cl (methylene chloride). Reaction conditions: temperature 70 celsius. The product is C(C1=CC=CC=C1)(=O)N1C(=NC(C1=O)(C)C(C)C)C1=C(C(=O)OC)C=C(C=N1)CBr (Methyl 2-(1-benzoyl-4-isopropyl-4-methyl-5-oxo-2-imidazolin-2-yl)-5-(bromomethyl)nicotinate). The yield is 35.5%. RXN SMILES: [Br:1]N1C(=O)CCC1=O.C(OOC(=O)C1C=CC=CC=1)(=O)C1C=CC=CC=1.[C:27]([N:35]1[C:39](=[O:40])[C:38]([CH:42]([CH3:44])[CH3:43])([CH3:41])[N:37]=[C:36]1[C:45]1[N:54]=[CH:53][C:52]([CH3:55])=[CH:51][C:46]=1[C:47]([O:49][CH3:50])=[O:48])(=[O:34])[C:28]1[CH:33]=[CH:32][CH:31]=[CH:30][CH:29]=1>C(Cl)(Cl)(Cl)Cl.C(Cl)Cl>[C:27]([N:35]1[C:39](=[O:40])[C:38]([CH:42]([CH3:44])[CH3:43])([CH3:41])[N:37]=[C:36]1[C:45]1[N:54]=[CH:53][C:52]([CH2:55][Br:1])=[CH:51][C:46]=1[C:47]([O:49][CH3:50])=[O:48])(=[O:34])[C:28]1[CH:29]=[CH:30][CH:31]=[CH:32][CH:33]=1. Procedure: Solid N-bromosuccinimide (22.98 g, 0.129 mol) and benzoyl peroxide (3.12 g, 0.0129 mol) are added to a 25° C. solution of 2-(1-benzoyl-4-isopropyl-4-methyl-5-oxo-2-imidazolin-2-yl)-5-methylnicotinic acid, methyl ester (46.2 g, 0.117 mol) in carbon tetrachloride. The reaction mixture is heated at 70° C. for 16 hours, cooled to room temperature, diluted with methylene chloride, washed sequentially with 5% sodium metabisulfite solution and water, dried over anhydrous magnesium sulfate and concentra... The reactants are C(C)OP(=O)(OCC)CC(=O)OCC (ethyl diethylphosphonoacetate), [H-].[Na+] (sodium hydride), C(CCC)OC1=C(N(C(C2=CC=C(C=C12)C=O)=O)CC(C)(C)C)CNC(OC(C)(C)C)=O (tert-butyl (4-butoxy-6-formyl-2-neopentyl-1-oxo-1,2-dihydro-3-isoquinolinyl)methylcarbamate), O (water). The solvent is CN(C=O)C (N,N-dimethylformamide), CN(C=O)C (N,N-dimethylformamide). Conditions: time 10 minute. The product is C(CCC)OC1=C(N(C(C2=CC=C(C=C12)/C=C/C(=O)OCC)=O)CC(C)(C)C)CNC(=O)OC(C)(C)C (ethyl (E)-3-[4-butoxy-3-[[(tert-butoxycarbonyl)amino]methyl]-2-neopentyl-1-oxo-1,2-dihydro-6-isoquinolinyl]-2-propenate). Yield: 71.7%. Reaction SMILES: C(OP([CH2:9][C:10]([O:12][CH2:13][CH3:14])=[O:11])(OCC)=O)C.[H-].[Na+].[CH2:17]([O:21][C:22]1[C:31]2[C:26](=[CH:27][CH:28]=[C:29]([CH:32]=O)[CH:30]=2)[C:25](=[O:34])[N:24]([CH2:35][C:36]([CH3:39])([CH3:38])[CH3:37])[C:23]=1[CH2:40][NH:41][C:42](=[O:48])[O:43][C:44]([CH3:47])([CH3:46])[CH3:45])[CH2:18][CH2:19][CH3:20].O>CN(C)C=O>[CH2:17]([O:21][C:22]1[C:31]2[C:26](=[CH:27][CH:28]=[C:29](/[CH:32]=[CH:9]/[C:10]([O:12][CH2:13][CH3:14])=[O:11])[CH:30]=2)[C:25](=[O:34])[N:24]([CH2:35][C:36]([CH3:37])([CH3:38])[CH3:39])[C:23]=1[CH2:40][NH:41][C:42]([O:43][C:44]([CH3:45])([CH3:47])[CH3:46])=[O:48])[CH2:18][CH2:19][CH3:20] |f:1.2|. Procedure details: To a solution of ethyl diethylphosphonoacetate (1.1 mL, 5.5 mmol) in N,N-dimethylformamide (30 mL) was added sodium hydride (0.22 g, 5.5 mmol) (60% in oil), and the mixture was stirred at room temperature for 10 min. To the obtained mixture was added a solution of tert-butyl (4-butoxy-6-formyl-2-neopentyl-1-oxo-1,2-dihydro-3-isoquinolinyl)methylcarbamate (2.45 g, 5.5 mmol) in N,N-dimethylformamide (10 mL) and the mixture was stirred at room temperature for 1 h. The reaction mixture was poured in... The reactants are ClC1=CC=C(C=C1)C1=NN(C2=C1CN(CC2)C(C)=O)CC(CN2CCC1(OCCO1)CC2)O (1-{3-(4-chloro-phenyl)-1-[3-(1,4-dioxa-8-aza-spiro[4.5]dec-8-yl)-2-hydroxy-propyl]-1,4,6,7-tetrahydro-pyrazolo[4,3-c]pyridin-5-yl}-ethanone), CO.C(Cl)Cl (MeOH CH2Cl2). Solvent: Cl (HCl), C(Cl)(Cl)Cl (CHCl3), C(=O)(O)[O-].[Na+] (NaHCO3). Conditions: temperature 65 celsius, time 48 hour. Yields the product C(C)(=O)N1CC2=C(CC1)N(N=C2C2=CC=C(C=C2)Cl)CC(CN2CCC(CC2)=O)O (1-{3-[5-Acetyl-3-(4-chloro-phenyl)-4,5,6,7-tetrahydro-pyrazolo[4,3-c]pyridin-1-yl]-2-hydroxy-propyl}-piperidin-4-one). As a reaction SMILES: [Cl:1][C:2]1[CH:7]=[CH:6][C:5]([C:8]2[C:12]3[CH2:13][N:14]([C:17](=[O:19])[CH3:18])[CH2:15][CH2:16][C:11]=3[N:10]([CH2:20][CH:21]([OH:33])[CH2:22][N:23]3[CH2:32][CH2:31][C:26]4(OCC[O:27]4)[CH2:25][CH2:24]3)[N:9]=2)=[CH:4][CH:3]=1.CO.C(Cl)Cl>Cl.C(Cl)(Cl)Cl.C([O-])(O)=O.[Na+]>[C:17]([N:14]1[CH2:15][CH2:16][C:11]2[N:10]([CH2:20][CH:21]([OH:33])[CH2:22][N:23]3[CH2:32][CH2:31][C:26](=[O:27])[CH2:25][CH2:24]3)[N:9]=[C:8]([C:5]3[CH:4]=[CH:3][C:2]([Cl:1])=[CH:7][CH:6]=3)[C:12]=2[CH2:13]1)(=[O:19])[CH3:18] |f:1.2,5.6|. Reported procedure: A suspension of 0.50 g (0.96 mmol) of 1-{3-(4-chloro-phenyl)-1-[3-(1,4-dioxa-8-aza-spiro[4.5]dec-8-yl)-2-hydroxy-propyl]-1,4,6,7-tetrahydro-pyrazolo[4,3-c]pyridin-5-yl}-ethanone in 1 N HCl (2.0 mL) was heated to 65° C. for 48 h in a sealed vessel. The reaction was allowed to cool to room temperature and was diluted with CHCl3 (20 mL) and saturated NaHCO3 (20 mL). The aqueous phase was extracted with CHCl3 (2×10 mL) and the combined organic extracts were dried over Na2SO4 and the solvent was remo... Reactants: N[C@@H]1[C@@H](CN(CC1)C(=O)OC(C)(C)C)OCCCC (tert-Butyl cis(±)-4-amino-3-butoxypiperidine-1-carboxylate), C=1C=CC2=C(C1)N=NN2O (HOBt), ClC=1N=C(NC1CC)C(=O)O (4-chloro-5-ethyl-1H-imidazole-2-carboxylic acid), CCN=C=NCCCN(C)C.Cl (WSC hydrochloride). The solvent is ClCCl (dichloromethane), CC(=O)N(C)C (DMA). The product is C(CCC)O[C@@H]1CN(CC[C@@H]1NC(=O)C=1NC(=C(N1)Cl)CC)C(=O)OC(C)(C)C (tert-Butyl cis(±)-3-butoxy-4-{[(4-chloro-5-ethyl-1H-imidazol-2-yl)carbonyl]amino}piperidine-1-carboxylate). The yield is 117.1%. RXN SMILES: [NH2:1][C@H:2]1[CH2:7][CH2:6][N:5]([C:8]([O:10][C:11]([CH3:14])([CH3:13])[CH3:12])=[O:9])[CH2:4][C@H:3]1[O:15][CH2:16][CH2:17][CH2:18][CH3:19].[Cl:20][C:21]1[N:22]=[C:23]([C:28](O)=[O:29])[NH:24][C:25]=1[CH2:26][CH3:27].CCN=C=NCCCN(C)C.Cl.C1C=CC2N(O)N=NC=2C=1>ClCCl.CC(N(C)C)=O>[CH2:16]([O:15][C@H:3]1[C@@H:2]([NH:1][C:28]([C:23]2[NH:24][C:25]([CH2:26][CH3:27])=[C:21]([Cl:20])[N:22]=2)=[O:29])[CH2:7][CH2:6][N:5]([C:8]([O:10][C:11]([CH3:12])([CH3:13])[CH3:14])=[O:9])[CH2:4]1)[CH2:17][CH2:18][CH3:19] |f:2.3|. Reported procedure: The same operation as in Example (106d) was performed using tert-butyl cis(±)-4-amino-3-butoxypiperidine-1-carboxylate obtained in Example (119d) (1.26 g, 4.6 mmol), 4-chloro-5-ethyl-1H-imidazole-2-carboxylic acid (85% content, 1.03 g, 5 mmol), WSC hydrochloride (2.88 g, 15 mmol), HOBt (1.01 g, 7.5 mmol), DMA (15 mL) and dichloromethane (15 mL). The resulting residue was purified by silica gel column chromatography (elution solvent: ethyl acetate/hexane=1/4, 2/3, 3/2, 4/1) to obtain 2.31 g of th... The reactants are CC1=C(C=C(C(=O)OC)C=C1)C#C[Si](C)(C)C (methyl 4-methyl-3-[(trimethylsilyl)ethynyl]benzoate), [F-].C(CCC)[N+](CCCC)(CCCC)CCCC (tetrabutylammonium fluoride). Solvent: C1CCOC1 (THF). Run at time 15 minute. Product: C(#C)C=1C=C(C(=O)OC)C=CC1C (methyl 3-ethynyl-4-methylbenzoate). Reaction SMILES: [CH3:1][C:2]1[CH:11]=[CH:10][C:5]([C:6]([O:8][CH3:9])=[O:7])=[CH:4][C:3]=1[C:12]#[C:13][Si](C)(C)C.[F-].C([N+](CCCC)(CCCC)CCCC)CCC>C1COCC1>[C:12]([C:3]1[CH:4]=[C:5]([CH:10]=[CH:11][C:2]=1[CH3:1])[C:6]([O:8][CH3:9])=[O:7])#[CH:13] |f:1.2|. Procedure details: To the solution of methyl 4-methyl-3-[(trimethylsilyl)ethynyl]benzoate (2.3 g) in THF (40 ml) was added tetrabutylammonium fluoride (1.0M in THF, 3.2 ml, 11 mmol) at ambient temperature and stirred for 15 minutes, concentrated and the residue purified by flash chromatography on silica gel (elution with 2% ethyl acetate in n-hexane) to provide methyl 3-ethynyl-4-methylbenzoate. Reactants: CCCCCC (n-hexane), C1=CC=CC=C1 (benzene), C1(=CC=CC=C1)C (toluene). The solvent is CC=1C=CC(=CC1)C (p-xylene). Yields the product CCCCCCCCCCCC (dodecane). Reaction SMILES: [CH3:1][CH2:2][CH2:3][CH2:4][CH2:5][CH3:6].[CH:7]1[CH:12]=[CH:11][CH:10]=[CH:9][CH:8]=1.C1(C)C=CC=CC=1>CC1C=CC(C)=CC=1>[CH3:1][CH2:2][CH2:3][CH2:4][CH2:5][CH2:6][CH2:11][CH2:12][CH2:7][CH2:8][CH2:9][CH3:10]. Procedure: When the dispersion of the solid polymer electrolyte was added to organic solvents having a dielectric constant of less than 3, such as n-hexane, benzene, toluene, p-xylene and dodecane having dielectric constants of 1.89, 2.28, 2.38, 2.27 and 2.02, respectively, the solid polymer electrolyte produced a white precipitate and the polarization characteristics of the cells could hardly be taken out.